This data is from the Open Reaction Database (ORD), a public repository of structured organic reaction records. The task is: describe an organic reaction: reactants, conditions, products, and yield The product is Cc1cc(C(F)(F)F)nn1CC(=O)N1CCC(c2nc(C(=O)SCc3ccc(F)cc3)cs2)CC1. Reactants: Cc1cc(C(F)(F)F)nn1CC(=O)N1CCC(c2nc(C(=O)O)cs2)CC1, Cc1cc(C(F)(F)F)nn1CC(=O)N1CCC(c2nc(C(=O)Oc3cccc4ccccc34)cs2)CC1, Fc1ccc(CS)cc1. RXN SMILES: [CH3:1][c:2]1[cH:3][c:4]([C:24]([F:25])([F:26])[F:27])[n:5][n:6]1[CH2:7][C:8](=[O:9])[N:10]1[CH2:11][CH2:12][CH:13]([c:16]2[s:17][cH:18][c:19]([C:21](=[O:22])[OH:23])[n:20]2)[CH2:14][CH2:15]1.[CH3:28][c:29]1[n:30]([CH2:31][C:32]([N:33]2[CH2:34][CH2:35][CH:36]([c:37]3[s:38][cH:39][c:40]([C:41]([O:42][c:43]4[c:44]5[c:45]([cH:46][cH:47][cH:48][cH:49]5)[cH:50][cH:51][cH:52]4)=[O:53])[n:54]3)[CH2:55][CH2:56]2)=[O:57])[n:58][c:59]([C:60]([F:61])([F:62])[F:63])[cH:64]1.[F:65][c:66]1[cH:67][cH:68][c:69]([CH2:72][SH:73])[cH:70][cH:71]1>>[CH3:1][c:2]1[cH:3][c:4]([C:24]([F:25])([F:26])[F:27])[n:5][n:6]1[CH2:7][C:8](=[O:9])[N:10]1[CH2:11][CH2:12][CH:13]([c:16]2[s:17][cH:18][c:19]([C:21](=[O:23])[S:73][CH2:72][c:69]3[cH:68][cH:67][c:66]([F:65])[cH:71][cH:70]3)[n:20]2)[CH2:14][CH2:15]1. Product: NC(CC(=O)N[C@H]1C(NC2=C(CC1)C=CC=C2)=O)(C)C (3-Amino-3-methyl- N-[2,3,4,5-tetrahydro-2-oxo-1H-benzazepin-3(R)-yl]butanamide). Reaction SMILES: C(OC([NH:8][C:9]([CH3:27])([CH3:26])[CH2:10][C:11]([NH:13][C@@H:14]1[CH2:20][CH2:19][C:18]2[CH:21]=[CH:22][CH:23]=[CH:24][C:17]=2[NH:16][C:15]1=[O:25])=[O:12])=O)(C)(C)C.C1(OC)C=CC=CC=1.FC(F)(F)C(O)=O.[OH-].[Na+]>C(Cl)Cl.O>[NH2:8][C:9]([CH3:27])([CH3:26])[CH2:10][C:11]([NH:13][C@@H:14]1[CH2:20][CH2:19][C:18]2[CH:21]=[CH:22][CH:23]=[CH:24][C:17]=2[NH:16][C:15]1=[O:25])=[O:12] |f:3.4|. Yield: 99.7%. Reaction conditions: time 3 hour. Reactants: C(C)(C)(C)OC(=O)NC(CC(=O)N[C@H]1C(NC2=C(CC1)C=CC=C2)=O)(C)C (3-t-butoxycarbonylamino-3-methyl- N-[2,3,4,5-tetrahydro-2-oxo-1H-benzazepin-3(R)-yl]butanamide), C1(=CC=CC=C1)OC (anisole), [OH-].[Na+] (sodium hydroxide), FC(C(=O)O)(F)F (trifluoroacetic acid). Run in C(Cl)Cl (methylene chloride), O (water). Procedure: To a solution of 502 mg (1.34 mmol) of 3-t-butoxycarbonylamino-3-methyl- N-[2,3,4,5-tetrahydro-2-oxo-1H-benzazepin-3(R)-yl]butanamide (Example 1, Step I) in 3 mL of methylene chloride at 0° C. was added 0.160 mL (1.47 mmol) of anisole followed by 3 mL of trifluoroacetic acid. The mixture stirred at room temperature for 3 hours. All volatiles were removed under vacuum to give an oil which was dissolved in 10 mL of water. To this solution was added 268 mg (6.7 mmol) of sodium hydroxide and the res... The product is ClC=1C=CC(=NC1)C=1C=C(C(=NC1)F)F (5-(5-chloropyridin-2-yl)-2,3-difluoropyridine). Reaction conditions: temperature 90 celsius, time 3 hour. Starting materials: BrC1=NC=C(C=C1)Cl (2-bromo-5-chloropyridine), C([O-])([O-])=O.[Cs+].[Cs+] (cesium carbonate), FC1=NC=C(C=C1F)B1OC(C(O1)(C)C)(C)C (2,3-difluoro-5-(4,4,5,5-tetramethyl-1,3,2-dioxaborolan-2-yl)pyridine). Reported procedure: To a pressure vessel was added 2-bromo-5-chloropyridine (3.0 g, 16 mmol), cesium carbonate (15 g, 47 mmol), 1,1′-bis(diphenylphosphino)ferrocene-palladium(ii) dichloride dichloromethane complex (2.5 g, 3.1 mmol), and 2,3-difluoro-5-(4,4,5,5-tetramethyl-1,3,2-dioxaborolan-2-yl)pyridine (4.5 g, 19 mmol) in 1,4-dioxane (120 mL) and water (22 mL). The mixture was flushed with argon, sealed and stirred at 90° C. for three hours. The mixture was concentrated, diluted with dichloromethane and washed wi... The yield is 66.2%. Run in O1CCOCC1 (1,4-dioxane), O (water). Reaction SMILES: Br[C:2]1[CH:7]=[CH:6][C:5]([Cl:8])=[CH:4][N:3]=1.C(=O)([O-])[O-].[Cs+].[Cs+].[F:15][C:16]1[C:21]([F:22])=[CH:20][C:19](B2OC(C)(C)C(C)(C)O2)=[CH:18][N:17]=1>O1CCOCC1.O>[Cl:8][C:5]1[CH:6]=[CH:7][C:2]([C:19]2[CH:20]=[C:21]([F:22])[C:16]([F:15])=[N:17][CH:18]=2)=[N:3][CH:4]=1 |f:1.2.3|. Starting materials: ClCCC(CCCCCCl)=O (1,8 dichloro-3-octanone), ClCCCCCC(=O)Cl (6-chlorohexanoyl chloride), [Al+3].[Cl-].[Cl-].[Cl-] (AlCl3). Solvent: C(Cl)(Cl)(Cl)Cl (CCl4). The product is ClCC(CCCCCCCl)=O (1,8-dichlorooctanone). Isolated yield 43.0%. As a reaction SMILES: [Cl:1][CH2:2][CH2:3][C:4](=O)[CH2:5][CH2:6][CH2:7][CH2:8][CH2:9][Cl:10].ClCCCCCC(Cl)=[O:19].[Al+3].[Cl-].[Cl-].[Cl-]>C(Cl)(Cl)(Cl)Cl>[Cl:1][CH2:2][C:3](=[O:19])[CH2:4][CH2:5][CH2:6][CH2:7][CH2:8][CH2:9][Cl:10] |f:2.3.4.5|. Reported procedure: 1,8 dichloro-3-octanone: A well stirred, ice-cooled solution of 30.35 g (179.6 mmol) of 6-chlorohexanoyl chloride in 300 ml of dry CCl4 was degassed with nitrogen for 1/2 hr. AlCl3 (26.34 g, 179.6 mmol) was added in portions, then ethylene was bubbled in at a rate so that no excess ethylene escaped from the reaction vessel. Ethylene was allowed to bubble through the reaction mixture at 0° C. for 2 hrs. and at ambient temperature overnight. The reaction mixture was poured into 800 ml ice-water an... The reactants are C1(=CC=C(C=C1)S(=O)(=O)O)C (p-Toluenesulfonic acid), ClC1=NC=CC(=N1)C(F)(F)F (2-chloro-4-(trifluoromethyl)pyrimidine), CS(=O)(=O)N1CCN(CC1)C=1C=C(C=C(C1)C1=CC=CC=C1)N (5-[4-(methylsulfonyl)piperazin-1-yl]biphenyl-3-amine). Solvent: O1CCOCC1 (dioxane), C(C)(=O)OCC (ethyl acetate). Reaction conditions: temperature 100 celsius, time 14 hour. Yields the product CS(=O)(=O)N1CCN(CC1)C=1C=C(C=C(C1)C1=CC=CC=C1)NC1=NC=CC(=N1)C(F)(F)F (N-{5-[4-(methylsulfonyl)piperazin-1-yl]biphenyl-3-yl}-4-(trifluoromethyl)pyrimidin-2-amine). As a reaction SMILES: C1(C)C=CC(S(O)(=O)=O)=CC=1.Cl[C:13]1[N:18]=[C:17]([C:19]([F:22])([F:21])[F:20])[CH:16]=[CH:15][N:14]=1.[CH3:23][S:24]([N:27]1[CH2:32][CH2:31][N:30]([C:33]2[CH:34]=[C:35]([NH2:45])[CH:36]=[C:37]([C:39]3[CH:44]=[CH:43][CH:42]=[CH:41][CH:40]=3)[CH:38]=2)[CH2:29][CH2:28]1)(=[O:26])=[O:25]>O1CCOCC1.C(OCC)(=O)C>[CH3:23][S:24]([N:27]1[CH2:28][CH2:29][N:30]([C:33]2[CH:34]=[C:35]([NH:45][C:13]3[N:18]=[C:17]([C:19]([F:22])([F:21])[F:20])[CH:16]=[CH:15][N:14]=3)[CH:36]=[C:37]([C:39]3[CH:44]=[CH:43][CH:42]=[CH:41][CH:40]=3)[CH:38]=2)[CH2:31][CH2:32]1)(=[O:25])=[O:26]. Procedure details: p-Toluenesulfonic acid (21.46 mg, 0.113 mmol) and 2-chloro-4-(trifluoromethyl)pyrimidine (22.5 mg, 0.123 mmol) were added to a solution of 5-[4-(methylsulfonyl)piperazin-1-yl]biphenyl-3-amine (34 mg, 0.103 mmol) in dioxane (1 mL) and the reaction mixture was stirred for 14 hours at 100° C., then allowed to cool to room temperature. The reaction mixture was diluted with ethyl acetate (30 mL), then washed with saturated aqueous NaHCO3 (30 mL) followed by brine (30 mL). The aqueous layers were extr... Reactants: ClC=1C=C2C(=C(C(NC2=CC1)=O)CC)C(=O)OC(C)C (isopropyl 6-chloro-3-ethylquinolin-2(1H)-one-4-carboxylate), COC=1C=CC(=CC1)P2(=S)SP(=S)(S2)C=3C=CC(=CC3)OC (Lawesson's reagent). The product is ClC=1C=C2C(=C(C(NC2=CC1)=S)CC)C(=O)OC(C)C (isopropyl 6-chloro-3-ethylquinoline-2(1H)-thione-4-carboxylate). Reaction SMILES: [Cl:1][C:2]1[CH:3]=[C:4]2[C:9](=[CH:10][CH:11]=1)[NH:8][C:7](=O)[C:6]([CH2:13][CH3:14])=[C:5]2[C:15]([O:17][CH:18]([CH3:20])[CH3:19])=[O:16].COC1C=CC(P2(SP(C3C=CC(OC)=CC=3)(=S)S2)=[S:30])=CC=1>>[Cl:1][C:2]1[CH:3]=[C:4]2[C:9](=[CH:10][CH:11]=1)[NH:8][C:7](=[S:30])[C:6]([CH2:13][CH3:14])=[C:5]2[C:15]([O:17][CH:18]([CH3:20])[CH3:19])=[O:16]. Reported procedure: 150 mg (0.51 mmol) of isopropyl 6-chloro-3-ethylquinolin-2(1H)-one-4-carboxylate (Example 10) are reacted with Lawesson's reagent according to the process described in Example 5 (reaction time 5 hours at reflux temperature) and purified by means of chromatography on silica gel as indicated above (mobile phase: n-heptane/ethyl acetate=2/1). Procedure details: To a solution of (1R,2R)-2-methylcyclopropanecarboxylic acid (44 g, 0.44 mol) in dichloromethane (600 mL) was added 1,1′-carbonyldiimidazole (79 g, 0.45 mol) portion-wise at 20° C. The reaction was stirred at 25° C. for 2 hours. N,O-Dimethylhydroxylamine hydrochloride (52 g, 0.53 mol) was added portion-wise and stirring was continued at 25° C. for 16 hours. The reaction mixture was washed with water (100 mL). The organic layer was dried over sodium sulfate, filtered and concentrated in vacuo. Si... Run in ClCCl (dichloromethane). Reaction conditions: temperature 25 celsius, time 2 hour. RXN SMILES: [CH3:1][C@@H:2]1[CH2:4][C@H:3]1[C:5]([OH:7])=O.C(N1C=CN=C1)(N1C=CN=C1)=O.Cl.[CH3:21][NH:22][O:23][CH3:24]>ClCCl>[CH3:24][O:23][N:22]([CH3:21])[C:5]([C@@H:3]1[CH2:4][C@H:2]1[CH3:1])=[O:7] |f:2.3|. Starting materials: C[C@H]1[C@@H](C1)C(=O)O ((1R,2R)-2-methylcyclopropanecarboxylic acid), C(=O)(N1C=NC=C1)N1C=NC=C1 (1,1′-carbonyldiimidazole), Cl.CNOC (N,O-Dimethylhydroxylamine hydrochloride). The product is CON(C(=O)[C@H]1[C@@H](C1)C)C ((1R,2R)—N-methoxy-N,2-dimethylcyclopropanecarboxamide). The reactants are C(C)(=O)C=1C=C2CC(CC2=CC1)OC(C)=O (acetic acid 5-acetyl-indan-2-yl ester), [OH-].[Na+] (sodium hydroxide). Run in O (H2O), O1CCOCC1 (dioxane). Reaction conditions: time 8 hour. The product is OC1CC2=CC=C(C=C2C1)C(C)=O (1-(2-hydroxy-indan-5-yl)-ethanone). The yield is 87.6%. As a reaction SMILES: [C:1]([C:4]1[CH:5]=[C:6]2[C:10](=[CH:11][CH:12]=1)[CH2:9][CH:8]([O:13]C(=O)C)[CH2:7]2)(=[O:3])[CH3:2].[OH-].[Na+]>O1CCOCC1.O>[OH:13][CH:8]1[CH2:7][C:6]2[C:10](=[CH:11][CH:12]=[C:4]([C:1](=[O:3])[CH3:2])[CH:5]=2)[CH2:9]1 |f:1.2|. Procedure: A solution of acetic acid 5-acetyl-indan-2-yl ester (Compound E-24; 1.50 g, 6.87 mmol) in dioxane (7 mL) was treated with 1.0 N sodium hydroxide (NaOH; 7.7 mL), and the solution was stirred at room temperature overnight. The solution was diluted with H2O (25 mL) and was extracted with CH2Cl2 (2×). The combined extracts were dried (MgSO4) and concentrated to give the title compound (1.06 g, 88%): 1H NMR δ 7.85 (s, 1H), 7.79 (m, 1H), 7.33 (d, J=7.7 Hz, 1H), 4.76 (m, 1H), 3.29-3.21 (m, 2H), 3.00-2....